From a dataset of the Open Reaction Database (ORD), a public repository of structured organic reaction records. describe an organic reaction: reactants, conditions, products, and yield Reactants: Cl.COC(=O)[C@@H]1C[C@H](NCC1)C(=O)O ((2S,4S)-piperidine-2,4-dicarboxylic acid 4-methyl ester hydrochloride), COC(=O)[C@@H]1C[C@H](N(CC1)S(=O)(=O)C1=CC=C(C=C1)C)C(=O)O ((2S,4S)-1-(toluene-4-sulfonyl)-piperidine-2,4-dicarboxylic acid 4-methyl ester). The product is COC(=O)[C@H]1C[C@@H](N(CC1)S(=O)(=O)C1=CC=C(C=C1)C)C(=O)O ((2R,4R)-1-(toluene-4-sulfonyl)-piperidine-2,4-dicarboxylic acid 4-methyl ester), Cl.COC(=O)[C@H]1C[C@@H](NCC1)C(=O)O ((2R,4R)-piperidine-2,4-dicarboxylic acid 4-methyl ester hydrochloride), CC1=CC=C(C=C1)S(=O)(=O)Cl (4-methyl-benzenesulfonyl chloride). Reaction SMILES: [CH3:1][O:2][C:3]([C@H:5]1[CH2:10][CH2:9][N:8]([S:11]([C:14]2[CH:19]=[CH:18][C:17]([CH3:20])=[CH:16][CH:15]=2)(=[O:13])=[O:12])[C@H:7]([C:21]([OH:23])=[O:22])[CH2:6]1)=[O:4].[ClH:24].[CH3:25][O:26][C:27]([C@H:29]1[CH2:34][CH2:33][NH:32][C@H:31]([C:35]([OH:37])=[O:36])[CH2:30]1)=[O:28]>>[CH3:1][O:2][C:3]([C@@H:5]1[CH2:10][CH2:9][N:8]([S:11]([C:14]2[CH:15]=[CH:16][C:17]([CH3:20])=[CH:18][CH:19]=2)(=[O:12])=[O:13])[C@@H:7]([C:21]([OH:23])=[O:22])[CH2:6]1)=[O:4].[ClH:24].[CH3:25][O:26][C:27]([C@@H:29]1[CH2:34][CH2:33][NH:32][C@@H:31]([C:35]([OH:37])=[O:36])[CH2:30]1)=[O:28].[CH3:20][C:17]1[CH:18]=[CH:19][C:14]([S:11]([Cl:24])(=[O:13])=[O:12])=[CH:15][CH:16]=1 |f:1.2,4.5|. Procedure: In analogy to example 36 step A) the desired racemic mixture of (2S,4S)-1-(toluene-4-sulfonyl)-piperidine-2,4-dicarboxylic acid 4-methyl ester and (2R,4R)-1-(toluene-4-sulfonyl)-piperidine-2,4-dicarboxylic acid 4-methyl ester (0.35 g) was obtained from the reaction of a racemic mixture of (2S,4S)-piperidine-2,4-dicarboxylic acid 4-methyl ester hydrochloride and (2R,4R)-piperidine-2,4-dicarboxylic acid 4-methyl ester hydrochloride (0.3 g) with 4-methyl-benzenesulfonyl chloride (0.294 g) as a whit... The reactants are C1=C(C=CC=2OC3=C(CCC21)C=CC=C3)C(C(=O)O)C (2-(10,11-dihydro dibenzo[b,f]oxepin-2-yl)-propionic acid), S(=O)(Cl)Cl (thionyl chloride), Cl (hydrochloric acid), O.N (ammonia water). The reagents and catalysts are N1=CC=CC=C1 (pyridine). The solvent is C1=CC=CC=C1 (benzene), C(Cl)(Cl)Cl (chloroform). Reaction conditions: time 1 hour. Yields the product C1=C(C=CC=2OC3=C(CCC21)C=CC=C3)C(C(=O)N)C (2-(10,11-dihydro dibenzo[b,f]oxepin-2-yl)-propionamide). As a reaction SMILES: [CH:1]1[C:11]2[CH2:10][CH2:9][C:8]3[CH:12]=[CH:13][CH:14]=[CH:15][C:7]=3[O:6][C:5]=2[CH:4]=[CH:3][C:2]=1[CH:16]([CH3:20])[C:17](O)=[O:18].S(Cl)(Cl)=O.O.[NH3:26].Cl>C1C=CC=CC=1.N1C=CC=CC=1.C(Cl)(Cl)Cl>[CH:1]1[C:11]2[CH2:10][CH2:9][C:8]3[CH:12]=[CH:13][CH:14]=[CH:15][C:7]=3[O:6][C:5]=2[CH:4]=[CH:3][C:2]=1[CH:16]([CH3:20])[C:17]([NH2:26])=[O:18] |f:2.3|. Procedure details: To 132 mg of 2-(10,11-dihydro dibenzo[b,f]oxepin-2-yl)-propionic acid in 2 ml of benzene were added 0.6 ml of thionyl chloride and three drops of pyridine and the mixture was stirred at room temperature for 1 hour, then refluxed with stirring for 1 hour. The solvent was distilled off to obtain the residue, which was dissolved in 2 ml of chloroform and the resulting solution was added to 2 ml of 28% ammonia water. The mixture was stirred at room temperature for 3 hours. The reaction mixture was a... The reactants are C=C(CP1C2CCCC1CCC2)CP(C(C)(C)C)C(C)(C)C, CC#N, C=C(CCl)CCl. The product is C=C(CCl)CP(C(C)(C)C)C(C)(C)C. RXN SMILES: [C:1]([CH3:2])([CH3:3])([CH3:4])[P:5]([C:6]([CH3:7])([CH3:8])[CH3:9])[CH2:10][C:11]([CH2:12][P:13]1[CH:14]2[CH2:15][CH2:16][CH2:17][CH:18]1[CH2:19][CH2:20][CH2:21]2)=[CH2:22].[CH3:29][C:30]#[N:31].[Cl:23][CH2:24][C:25]([CH2:26][Cl:27])=[CH2:28]>>[C:1]([CH3:2])([CH3:3])([CH3:4])[P:5]([C:6]([CH3:7])([CH3:8])[CH3:9])[CH2:10][C:11]([CH2:12][Cl:23])=[CH2:22]. Reactants: C([O-])([O-])=O.[K+].[K+] (Potassium carbonate), BrC1=CC=C(C=C1)C1=CC=C(C=C1)O (4-bromo-4′-hydroxybiphenyl), ClCCCCCCC(C)(C)C (1-Chloro-7,7-dimethyloctane). Reagents/catalysts: [I-].[K+] (potassium iodide). The solvent is CC(CC)=O (butanone), CC(CC)=O (butanone). Run at time 10 minute. Product: BrC1=CC=C(C=C1)C1=CC=C(C=C1)OCCCCCCC(C)(C)C (4-Bromo-4′-(7,7-dimethyloctyloxy)biphenyl). As a reaction SMILES: C(=O)([O-])[O-].[K+].[K+].[Br:7][C:8]1[CH:13]=[CH:12][C:11]([C:14]2[CH:19]=[CH:18][C:17]([OH:20])=[CH:16][CH:15]=2)=[CH:10][CH:9]=1.Cl[CH2:22][CH2:23][CH2:24][CH2:25][CH2:26][CH2:27][C:28]([CH3:31])([CH3:30])[CH3:29]>CC(=O)CC.[I-].[K+]>[Br:7][C:8]1[CH:9]=[CH:10][C:11]([C:14]2[CH:19]=[CH:18][C:17]([O:20][CH2:22][CH2:23][CH2:24][CH2:25][CH2:26][CH2:27][C:28]([CH3:31])([CH3:30])[CH3:29])=[CH:16][CH:15]=2)=[CH:12][CH:13]=1 |f:0.1.2,6.7|. Reported procedure: Potassium carbonate (0.56 g, 4.8 mmol) was added to a solution of 4-bromo-4′-hydroxybiphenyl (0.80 g, 3.2 mmol) in butanone (50 ml) with potassium iodide (0.1 g) as catalyst. This mixture was left stirring at room temperature for 10 min and a solution of 1-chloro-7,7-dimethyloctance from step 6 (0.50 g, 2.8 mmol) in butanone (10 ml) was added dropwise. The reaction mixture was heated under reflux for 44 h. The mixture was filtered and butanone was removed from the filtrate under reduced pressure... The reactants are Brc1ccc2c(c1)NCCCC2, CN1CCCC1=O, COc1cc2ncnc(Cl)c2cc1OC. Yields the product COc1cc2ncnc(N3CCCCc4ccc(Br)cc43)c2cc1OC. Reaction SMILES: [Br:1][c:2]1[cH:3][cH:4][c:5]2[c:6]([cH:12]1)[NH:7][CH2:8][CH2:9][CH2:10][CH2:11]2.[CH3:28][N:29]1[CH2:30][CH2:31][CH2:32][C:33]1=[O:34].[Cl:13][c:14]1[n:15][cH:16][n:17][c:18]2[cH:19][c:20]([O:26][CH3:27])[c:21]([O:24][CH3:25])[cH:22][c:23]12>>[Br:1][c:2]1[cH:3][cH:4][c:5]2[c:6]([cH:12]1)[N:7]([c:14]1[n:15][cH:16][n:17][c:18]3[cH:19][c:20]([O:26][CH3:27])[c:21]([O:24][CH3:25])[cH:22][c:23]13)[CH2:8][CH2:9][CH2:10][CH2:11]2. The reactants are C(=O)C(C(=O)OCC)CC(=O)C (ethyl 2-formyllevulinate), diethyl ketal, O (water). The solvent is C1=CC=CC=C1 (benzene). Yields the product CC1=CC(=CO1)C(=O)OCC (ethyl 5-methylfuran-3-carboxylate). Reaction SMILES: [CH:1]([CH:3]([CH2:9][C:10]([CH3:12])=[O:11])[C:4]([O:6][CH2:7][CH3:8])=[O:5])=O.O>C1C=CC=CC=1>[CH3:12][C:10]1[O:11][CH:1]=[C:3]([C:4]([O:6][CH2:7][CH3:8])=[O:5])[CH:9]=1. Procedure: The abovementioned mixture of ethyl 2-formyllevulinate and its diethyl ketal was dissolved in benzene, the catalyst was added, and the resulting solution was refluxed with a Dean-Stark trap for 3-3.5 h until the water was completely removed. The reaction mixture was then distilled under reduced pressure, resulting in 15 g (97 mmol) of ethyl 5-methylfuran-3-carboxylate, boiling point 97° C./15 mm Hg. The solvent is C(C)O (ethanol). Reaction SMILES: [CH3:1][N:2]([CH3:25])[CH2:3][CH2:4][CH:5]=[C:6]1[C:12]2[CH:13]=[C:14]([S:17]([CH3:20])(=[O:19])=[O:18])[CH:15]=[CH:16][C:11]=2[CH:10]=[CH:9][C:8]2[CH:21]=[CH:22][CH:23]=[CH:24][C:7]1=2>[Ni].C(O)C>[CH3:25][N:2]([CH3:1])[CH2:3][CH2:4][CH:5]=[C:6]1[C:12]2[CH:13]=[C:14]([S:17]([CH3:20])(=[O:18])=[O:19])[CH:15]=[CH:16][C:11]=2[CH2:10][CH2:9][C:8]2[CH:21]=[CH:22][CH:23]=[CH:24][C:7]1=2. Procedure: 5-(3-Dimethylaminopropylidene)-3-methylsulfonyl-5H-dibenzo[a,d]cycloheptene (α-isomer), (1.39 g., 0.0039 mole), dissolved in 20 ml. of ethanol, is hydrogenated over Raney nickel at 65°C. under an initial hydrogen pressure of 440 p.s.i. The catalyst is separated and the solvent evaporated under reduced pressure. Recrystallization from cyclohexane gives 10,11-dihydro-5-(3-dimethylaminopropylidene)-3-methylsulfonyl-5H-dibenzo[a,d]cycloheptene (α-isomer), m.p. 121°-121.5°C. (sintered, 120°C.; cleare... Reagents/catalysts: [Ni] (Raney nickel). The product is CN(CCC=C1C2=C(CCC3=C1C=C(C=C3)S(=O)(=O)C)C=CC=C2)C (10,11-dihydro-5-(3-dimethylaminopropylidene)-3-methylsulfonyl-5H-dibenzo[a,d]cycloheptene). Reactants: CN(CCC=C1C2=C(C=CC3=C1C=C(C=C3)S(=O)(=O)C)C=CC=C2)C (5-(3-Dimethylaminopropylidene)-3-methylsulfonyl-5H-dibenzo[a,d]cycloheptene), 440.